This data is from the Open Reaction Database (ORD), a public repository of structured organic reaction records. The task is: describe an organic reaction: reactants, conditions, products, and yield The reactants are O (water), C1(CC1)C1=NC(=NO1)C=1N=CN2C1N(C(C1=C(C=CC=C21)Cl)=O)C (3-(5-cyclopropyl-1,2,4-oxadiazol-3-yl)-4-methyl-5-oxo-6-chloro-4,5-dihydro-imidazo(1,5-a)quinazoline), C(C1=CC=CC=C1)O (benzyl alcohol), [H-].[Na+] (sodium hydride). The solvent is CCOCC (ether), CN(C=O)C (DMF). Conditions: temperature 110 celsius, time 5 hour. The product is C1(CC1)C1=NC(=NO1)C=1N=CN2C1N(C(C1=C(C=CC=C21)OCC2=CC=CC=C2)=O)C (3-(5-cyclopropyl-1,2,4-oxadiazol-3-yl)-4-methyl-5-oxo-6-benzyloxy-4,5-dihydro-imidazo (1,5-a)quinazoline). The yield is 52.4%. RXN SMILES: [CH:1]1([C:4]2[O:8][N:7]=[C:6]([C:9]3[N:10]=[CH:11][N:12]4[C:21]5[C:16](=[C:17](Cl)[CH:18]=[CH:19][CH:20]=5)[C:15](=[O:23])[N:14]([CH3:24])[C:13]=34)[N:5]=2)[CH2:3][CH2:2]1.[CH2:25]([OH:32])[C:26]1[CH:31]=[CH:30][CH:29]=[CH:28][CH:27]=1.[H-].[Na+].O>CN(C)C=O.CCOCC>[CH:1]1([C:4]2[O:8][N:7]=[C:6]([C:9]3[N:10]=[CH:11][N:12]4[C:21]5[C:16](=[C:17]([O:32][CH2:25][C:26]6[CH:31]=[CH:30][CH:29]=[CH:28][CH:27]=6)[CH:18]=[CH:19][CH:20]=5)[C:15](=[O:23])[N:14]([CH3:24])[C:13]=34)[N:5]=2)[CH2:3][CH2:2]1 |f:2.3|. Reported procedure: A mixture of (3-(5-cyclopropyl-1,2,4-oxadiazol-3-yl)-4-methyl-5-oxo-6-chloro-4,5-dihydro-imidazo(1,5-a)quinazoline (0.4 g, 1,2 mmol), benzyl alcohol (0.32 g, 3 mmol), and sodium hydride (55% dispension in oil, 0.13 g, 3 mmol) in 20 ml of dry DMF (dimethylformamide) was stirred for 5 h at 110° C., then cooled to room temperature and was thereafter poured into 30 ml of water and 5 ml of ether. The mixture was then stirred for 1 h at 0° C. and the precipitate was filtered off, rinsed with water and... Reactants: ClC=1C(=C(C=CC1)[C@H]1[C@@H](N[C@H]([C@]1(C#N)C1=C(C=C(C=C1)Cl)F)CC(C)(C)C)C(=O)NC1=C(C=C(C(=O)O)C=C1)OC)F (4-((2R,3S,4R,5S)-3-(3-chloro-2-fluorophenyl)-4-(4-chloro-2-fluorophenyl)-4-cyano-5-neopentylpyrrolidine-2-carboxamido)-3-methoxybenzoic acid), O1CCN(CC1)CC(C)O (1-morpholinopropan-2-ol). Yields the product CC(CN1CCOCC1)OC(C1=CC(=C(C=C1)NC(=O)[C@@H]1N[C@H]([C@]([C@H]1C1=C(C(=CC=C1)Cl)F)(C#N)C1=C(C=C(C=C1)Cl)F)CC(C)(C)C)OC)=O (4-{[(2R,3S,4R,5S)-4-(4-chloro-2-fluoro-phenyl)-3-(3-chloro-2-fluoro-phenyl)-4-cyano-5-(2,2-dimethyl-propyl)-pyrrolidine-2-carbonyl]-amino}-3-methoxy-benzoic acid 1-methyl-2-morpholin-4-yl-ethyl ester). As a reaction SMILES: [Cl:1][C:2]1[C:3]([F:42])=[C:4]([C@@H:8]2[C@:12]([C:15]3[CH:20]=[CH:19][C:18]([Cl:21])=[CH:17][C:16]=3[F:22])([C:13]#[N:14])[C@H:11]([CH2:23][C:24]([CH3:27])([CH3:26])[CH3:25])[NH:10][C@H:9]2[C:28]([NH:30][C:31]2[CH:39]=[CH:38][C:34]([C:35]([OH:37])=[O:36])=[CH:33][C:32]=2[O:40][CH3:41])=[O:29])[CH:5]=[CH:6][CH:7]=1.[O:43]1[CH2:48][CH2:47][N:46]([CH2:49][CH:50](O)[CH3:51])[CH2:45][CH2:44]1>>[CH3:51][CH:50]([O:36][C:35](=[O:37])[C:34]1[CH:38]=[CH:39][C:31]([NH:30][C:28]([C@H:9]2[C@H:8]([C:4]3[CH:5]=[CH:6][CH:7]=[C:2]([Cl:1])[C:3]=3[F:42])[C@:12]([C:15]3[CH:20]=[CH:19][C:18]([Cl:21])=[CH:17][C:16]=3[F:22])([C:13]#[N:14])[C@H:11]([CH2:23][C:24]([CH3:26])([CH3:27])[CH3:25])[NH:10]2)=[O:29])=[C:32]([O:40][CH3:41])[CH:33]=1)[CH2:49][N:46]1[CH2:47][CH2:48][O:43][CH2:44][CH2:45]1. Reported procedure: In a manner similar to the method described in Example 14, 4-((2R,3S,4R,5S)-3-(3-chloro-2-fluorophenyl)-4-(4-chloro-2-fluorophenyl)-4-cyano-5-neopentylpyrrolidine-2-carboxamido)-3-methoxybenzoic acid (prepared as described in US20100152190A1) was reacted with 1-morpholinopropan-2-ol to give 4-{[(2R,3S,4R,5S)-4-(4-chloro-2-fluoro-phenyl)-3-(3-chloro-2-fluoro-phenyl)-4-cyano-5-(2,2-dimethyl-propyl)-pyrrolidine-2-carbonyl]-amino}-3-methoxy-benzoic acid 1-methyl-2-morpholin-4-yl-ethyl ester. MS (ES+...